This data is from the Open Reaction Database (ORD), a public repository of structured organic reaction records. The task is: describe an organic reaction: reactants, conditions, products, and yield Solvent: CN(C)C=O (DMF), O (water). As a reaction SMILES: [F:1][C:2]1[CH:3]=[C:4]2[C:8](=[CH:9][CH:10]=1)[N:7]([CH2:11][C:12]([OH:14])=[O:13])[C:6]([CH3:15])=[CH:5]2.[C:16]1([C:23]2[CH:28]=[CH:27][CH:26]=[CH:25][CH:24]=2)[CH:21]=[CH:20][C:19]([SH:22])=[CH:18][CH:17]=1.II.Cl>CN(C=O)C.O>[C:16]1([C:23]2[CH:28]=[CH:27][CH:26]=[CH:25][CH:24]=2)[CH:17]=[CH:18][C:19]([S:22][C:5]2[C:4]3[C:8](=[CH:9][CH:10]=[C:2]([F:1])[CH:3]=3)[N:7]([CH2:11][C:12]([OH:14])=[O:13])[C:6]=2[CH3:15])=[CH:20][CH:21]=1. Reported procedure: To a solution of (5-fluoro-2-methyl-indol-1-yl)-acetic acid (0.5 g) and biphenyl-4-thiol (0.19 g) in DMF (5 ml) was added iodine (0.25 g). After stirring at RT overnight the mixture was poured into water, the pH adjusted to 3 using 1M HCl and the organics extracted with EtOAc. The EtOAc extractions were combined, washed with brine, dried (MgSO4) and evaporated under reduced pressure to give crude material. Purification using RPHPLC gave the title compound as a pink solid (0.1 μg). The yield is 0.0%. Run at time 8 hour. Yields the product C1(=CC=C(C=C1)SC1=C(N(C2=CC=C(C=C12)F)CC(=O)O)C)C1=CC=CC=C1 ([3-(Biphenyl-4-ylsulfanyl)-5-fluoro-2-methyl-indol-1-yl]-acetic acid). Reactants: Cl (HCl), FC=1C=C2C=C(N(C2=CC1)CC(=O)O)C ((5-fluoro-2-methyl-indol-1-yl)-acetic acid), C1(=CC=C(C=C1)S)C1=CC=CC=C1 (biphenyl-4-thiol), II (iodine). Reactants: C[Mg]Br (methylmagnesium bromide), C(C)(=O)O[C@@H]1C(C(C[C@H](C1)OC(C)=O)O[Si](C1=CC=CC=C1)(C1=CC=CC=C1)C(C)(C)C)C ((1S,5S)-1,5-Bis(acetyloxy)-3-[[(1,1-dimethylethyl)-diphenylsilyl]oxy]-2-methylcyclohexane), [Cl-].[NH4+] (ammonium chloride). Run in C1CCOC1 (THF). Product: CC(C)(C)[Si](OC1C([C@H](C[C@@H](C1)O)O)C)(C1=CC=CC=C1)C1=CC=CC=C1 ((1S,3S)-5-[[(1,1-Dimethylethyl)diphenylsilyl]oxy]-4-methyl-1,3-cyclohexanediol). The yield is 60.0%. RXN SMILES: C([O:4][C@H:5]1[CH2:10][C@H:9]([O:11]C(=O)C)[CH2:8][CH:7]([O:15][Si:16]([C:29]([CH3:32])([CH3:31])[CH3:30])([C:23]2[CH:28]=[CH:27][CH:26]=[CH:25][CH:24]=2)[C:17]2[CH:22]=[CH:21][CH:20]=[CH:19][CH:18]=2)[CH:6]1[CH3:33])(=O)C.C[Mg]Br.[Cl-].[NH4+]>C1COCC1>[CH3:30][C:29]([Si:16]([C:23]1[CH:28]=[CH:27][CH:26]=[CH:25][CH:24]=1)([C:17]1[CH:22]=[CH:21][CH:20]=[CH:19][CH:18]=1)[O:15][CH:7]1[CH2:8][C@@H:9]([OH:11])[CH2:10][C@H:5]([OH:4])[CH:6]1[CH3:33])([CH3:31])[CH3:32] |f:2.3|. Procedure: 469 mg (1 mmol) of 16 is dissolved in 10 ml of THF and mixed at 0° C. with 3.4 ml of methylmagnesium bromide solution (3M in THF). After 3 hours at this temperature, it is hydrolyzed with ammonium chloride solution, extracted with ethyl acetate and dried on sodium sulfate. The solvent is removed, and the residue is purified on silica gel (mobile solvent: EE:H=8.2), whereby 231 mg (0.6 mmol) of title compound 17 is obtained. The reactants are CN(C(C(=S)OCC)=CC=C(C(=O)OCC)C1=CC=CC=C1)C (diethyl 2-dimethylamino-5-phenylthio-2,4-hexadienedioate), CC[O-].[Na+] (sodium ethylate), CC1=C(CSCC(=O)OCC)C=CC=C1 (ethyl (2-methylbenzylthio)acetate), F[B-](F)(F)F.CN(C(=CC=[N+](C)C)C(=O)OCC)C (N-(3-dimethylamino-3-ethoxycarbonylpropenylidene)-N-methylmethanaminium tetrafluoroborate), ethanolic solution. Run in C(C)O (ethanol). Product: CN(C(C(=O)OCC)=CC=C(C(=O)OCC)SCC1=C(C=CC=C1)C)C (diethyl 2-dimethylamino-5-(2-methylbenzylthio)-2,4-hexadienedioate). Isolated yield 72.0%. Reaction SMILES: CN(C)C(=CC=C(C1C=CC=CC=1)C(OCC)=O)C(OCC)=S.F[B-](F)(F)F.[CH3:29][N:30]([CH3:42])[C:31]([C:37]([O:39][CH2:40][CH3:41])=[O:38])=[CH:32][CH:33]=[N+](C)C.CC[O-].[Na+].[CH3:47][C:48]1[CH:61]=[CH:60][CH:59]=[CH:58][C:49]=1[CH2:50][S:51][CH2:52][C:53]([O:55][CH2:56][CH3:57])=[O:54]>C(O)C>[CH3:29][N:30]([CH3:42])[C:31](=[CH:32][CH:33]=[C:52]([S:51][CH2:50][C:49]1[CH:58]=[CH:59][CH:60]=[CH:61][C:48]=1[CH3:47])[C:53]([O:55][CH2:56][CH3:57])=[O:54])[C:37]([O:39][CH2:40][CH3:41])=[O:38] |f:1.2,3.4|. Reported procedure: The procedure is as in Example 2 for the preparation of diethyl 2-dimethylamino-5-phenylthio-2,4-hexadienedioate, starting with N-(3-dimethylamino-3-ethoxycarbonylpropenylidene)-N-methylmethanaminium tetrafluoroborate (10 g), a 2M ethanolic solution of sodium ethylate (21 cc) and ethyl (2-methylbenzylthio)acetate (7.9 g) in ethanol (100 cc). After purification by chromatography on a silica column with a mixture of cyclohexane and ethyl acetate (70:30 by volume) as eluent, diethyl 2-dimethylamino...